From a dataset of the Open Reaction Database (ORD), a public repository of structured organic reaction records. describe an organic reaction: reactants, conditions, products, and yield Starting materials: C(C)OC(COC=1C=C(CN2CCC3(CN(CCO3)C(=O)C=3N=C(SC3)C(C)C)CC2)C=CC1)OCC ((9-(3-(2,2-diethoxyethoxy)benzyl)-1-oxa-4,9-diazaspiro[5.5]undecan-4-yl)(2-isopropylthiazol-4-yl)methanone), O (water). Solvent: C(C)(=O)O (acetic acid). Reaction conditions: temperature 65 celsius. Product: C(C)(C)C=1SC=C(N1)C(=O)N1CCOC2(C1)CCN(CC2)CC=2C=C(OCC=O)C=CC2 (2-(3-((4-(2-Isopropylthiazole-4-carbonyl)-1-oxa-4,9-diazaspiro[5.5]undecan-9-yl)methyl)phenoxy)acetaldehyde). RXN SMILES: C([O:3][CH:4](OCC)[CH2:5][O:6][C:7]1[CH:8]=[C:9]([CH:32]=[CH:33][CH:34]=1)[CH2:10][N:11]1[CH2:31][CH2:30][C:14]2([O:19][CH2:18][CH2:17][N:16]([C:20]([C:22]3[N:23]=[C:24]([CH:27]([CH3:29])[CH3:28])[S:25][CH:26]=3)=[O:21])[CH2:15]2)[CH2:13][CH2:12]1)C.O>C(O)(=O)C>[CH:27]([C:24]1[S:25][CH:26]=[C:22]([C:20]([N:16]2[CH2:15][C:14]3([CH2:13][CH2:12][N:11]([CH2:10][C:9]4[CH:8]=[C:7]([CH:34]=[CH:33][CH:32]=4)[O:6][CH2:5][CH:4]=[O:3])[CH2:31][CH2:30]3)[O:19][CH2:18][CH2:17]2)=[O:21])[N:23]=1)([CH3:29])[CH3:28]. Procedure: A solution of (9-(3-(2,2-diethoxyethoxy)benzyl)-1-oxa-4,9-diazaspiro[5.5]undecan-4-yl)(2-isopropylthiazol-4-yl)methanone (example 64, step a) (0.36 g) in acetic acid (20 mL) was treated with water (20 mL) and the reaction mixture then heated at 65° C. for 18 hours under nitrogen. The solvents were evaporated under reduced pressure and the residue was azeotroped with toluene to afford the subtitled compound. Yield 0.31 g. Used directly. Reactants: FC1=C(C=CC(=C1)OC)N(C1=NC(=NC2=CC=C(C=C12)[N+](=O)[O-])C)C ((2-fluoro-4-methoxy-phenyl)-methyl-(2-methyl-6-nitro-quinazolin-4-yl)-amine), [H][H] (hydrogen). The reagents and catalysts are [Pd] (Pd—C). Run in CC(=O)O (AcOH). Conditions: time 3 hour. The product is FC1=C(C=CC(=C1)OC)N(C1=NC(=NC2=CC=C(C=C12)N)C)C (N4-(2-Fluoro-4-methoxy-phenyl)-2,N4-dimethyl-quinazoline-4,6-diamine). RXN SMILES: [F:1][C:2]1[CH:7]=[C:6]([O:8][CH3:9])[CH:5]=[CH:4][C:3]=1[N:10]([CH3:25])[C:11]1[C:20]2[C:15](=[CH:16][CH:17]=[C:18]([N+:21]([O-])=O)[CH:19]=2)[N:14]=[C:13]([CH3:24])[N:12]=1.[H][H]>CC(O)=O.[Pd]>[F:1][C:2]1[CH:7]=[C:6]([O:8][CH3:9])[CH:5]=[CH:4][C:3]=1[N:10]([CH3:25])[C:11]1[C:20]2[C:15](=[CH:16][CH:17]=[C:18]([NH2:21])[CH:19]=2)[N:14]=[C:13]([CH3:24])[N:12]=1. Procedure details: 10% Pd—C (10 mg, 0.0094 mmol) was added to a soln of (2-fluoro-4-methoxy-phenyl)-methyl-(2-methyl-6-nitro-quinazolin-4-yl)-amine (127 mg, 0.371 mmol) in AcOH (3 mL) and this was reacted under 1 atm of hydrogen. After 3 h, the rxn was filtered through a 0.45 μm filter then concentrated. Satd NaHCO3 (10 mL) was added and the product extracted into CHCl3 (2×2 mL). The soln was dried (MgSO4), filtered through a plug of silica with an EtOAc wash then concd to a yellow crystalline solid (104 mg; 90%)....